Dataset: the Open Reaction Database (ORD), a public repository of structured organic reaction records. Task: describe an organic reaction: reactants, conditions, products, and yield Starting materials: C1CS1, CCOC(CCc1ccncc1)OCC, [Cl-], N, [NH4+], [Na], O=[N+]([O-])[O-]. The product is CCOC(CC(CCS)c1ccncc1)OCC. As a reaction SMILES: [CH2:21]1[CH2:22][S:23]1.[CH2:6]([CH3:7])[O:8][CH:9]([CH2:10][CH2:11][c:12]1[cH:13][cH:14][n:15][cH:16][cH:17]1)[O:18][CH2:19][CH3:20].[Cl-:24].[NH3:26].[NH4+:25].[Na:5].[O-:1][N+:2](=[O:3])[O-:4]>>[CH2:6]([CH3:7])[O:8][CH:9]([CH2:10][CH:11]([c:12]1[cH:13][cH:14][n:15][cH:16][cH:17]1)[CH2:21][CH2:22][SH:23])[O:18][CH2:19][CH3:20]. The reactants are CC(=O)OCc1c(B2OC(C)(C)C(C)(C)O2)cccc1-n1ncc2cc(C(C)(C)C)cc(F)c2c1=O, CN1CCN(Cc2ccc(Nc3cc(Cl)nn(C)c3=O)nc2)CC1, [K+], [K+], [K+], O=P([O-])([O-])[O-]. The product is CC(=O)OCc1c(-c2cc(Nc3ccc(CN4CCN(C)CC4)cn3)c(=O)n(C)n2)cccc1-n1ncc2cc(C(C)(C)C)cc(F)c2c1=O. As a reaction SMILES: [C:25]([CH3:26])(=[O:27])[O:28][CH2:29][c:30]1[c:31](-[n:45]2[c:46](=[O:60])[c:47]3[c:48]([F:59])[cH:49][c:50]([C:55]([CH3:56])([CH3:57])[CH3:58])[cH:51][c:52]3[cH:53][n:54]2)[cH:32][cH:33][cH:34][c:35]1[B:36]1[O:37][C:38]([CH3:39])([CH3:40])[C:41]([CH3:42])([CH3:43])[O:44]1.[Cl:1][c:2]1[cH:3][c:4]([NH:10][c:11]2[n:12][cH:13][c:14]([CH2:17][N:18]3[CH2:19][CH2:20][N:21]([CH3:24])[CH2:22][CH2:23]3)[cH:15][cH:16]2)[c:5](=[O:9])[n:6]([CH3:8])[n:7]1.[K+:66].[K+:67].[K+:68].[P:61]([O-:62])([O-:63])([O-:64])=[O:65]>>[c:2]1(-[c:35]2[c:30]([CH2:29][O:28][C:25]([CH3:26])=[O:27])[c:31](-[n:45]3[c:46](=[O:60])[c:47]4[c:48]([F:59])[cH:49][c:50]([C:55]([CH3:56])([CH3:57])[CH3:58])[cH:51][c:52]4[cH:53][n:54]3)[cH:32][cH:33][cH:34]2)[cH:3][c:4]([NH:10][c:11]2[n:12][cH:13][c:14]([CH2:17][N:18]3[CH2:19][CH2:20][N:21]([CH3:24])[CH2:22][CH2:23]3)[cH:15][cH:16]2)[c:5](=[O:9])[n:6]([CH3:8])[n:7]1. Starting materials: [Na+], [OH-], O, O=P(Cl)(Cl)Cl, O=c1cc(-c2ccccc2)nc(-c2ccc(C(F)(F)F)cc2)[nH]1. Product: FC(F)(F)c1ccc(-c2nc(Cl)cc(-c3ccccc3)n2)cc1. RXN SMILES: [Na+:30].[OH-:29].[OH2:31].[P:24]([Cl:25])([Cl:26])([Cl:27])=[O:28].[c:1]1(-[c:7]2[cH:8][c:9](=[O:23])[nH:10][c:11](-[c:13]3[cH:14][cH:15][c:16]([C:19]([F:20])([F:21])[F:22])[cH:17][cH:18]3)[n:12]2)[cH:2][cH:3][cH:4][cH:5][cH:6]1>>[c:1]1(-[c:7]2[cH:8][c:9]([Cl:26])[n:10][c:11](-[c:13]3[cH:14][cH:15][c:16]([C:19]([F:20])([F:21])[F:22])[cH:17][cH:18]3)[n:12]2)[cH:2][cH:3][cH:4][cH:5][cH:6]1. Reactants: CI, CC(C)(C)OC(=O)N1CCC(O)(C2CCCCC2)CC1, [H-], [Na+], CN(C)C=O. Product: COC1(C2CCCCC2)CCN(C(=O)OC(C)(C)C)CC1. Reaction SMILES: [CH3:23][I:24].[CH:1]1([C:7]2([OH:20])[CH2:8][CH2:9][N:10]([C:13](=[O:14])[O:15][C:16]([CH3:17])([CH3:18])[CH3:19])[CH2:11][CH2:12]2)[CH2:2][CH2:3][CH2:4][CH2:5][CH2:6]1.[H-:21].[Na+:22].[O:25]=[CH:26][N:27]([CH3:28])[CH3:29]>>[CH:1]1([C:7]2([O:20][CH3:23])[CH2:8][CH2:9][N:10]([C:13](=[O:14])[O:15][C:16]([CH3:17])([CH3:18])[CH3:19])[CH2:11][CH2:12]2)[CH2:2][CH2:3][CH2:4][CH2:5][CH2:6]1. Reactants: N1CCC(CC1)N1C(NC2=NC=CC=C21)=O (1-piperidin-4-yl-1,3-dihydro-imidazo[4,5-b]pyridin-2-one), ice water, C(C1=CC=CC=C1)OC1=C(C=C(C=C1C)C(=O)C1=NC=NC(=C1)Cl)C ((4-benzyloxy-3,5-dimethyl-phenyl)-(6-chloro-pyrimidin-4-yl)-methanone), TEA. Solvent: CN(C)C=O (DMF). Reaction conditions: time 8 hour. Product: C(C1=CC=CC=C1)OC1=C(C=C(C(=O)C2=CC(=NC=N2)N2CCC(CC2)N2C(NC3=NC=CC=C32)=O)C=C1C)C (1-{1-[6-(4-benzyloxy-3,5-dimethyl-benzoyl)-pyrimidin-4-yl]-piperidin-4-yl}-1,3-dihydro-imidazo[4,5-b]pyridin-2-one). Reaction SMILES: [NH:1]1[CH2:6][CH2:5][CH:4]([N:7]2[C:15]3[C:10](=[N:11][CH:12]=[CH:13][CH:14]=3)[NH:9][C:8]2=[O:16])[CH2:3][CH2:2]1.[CH2:17]([O:24][C:25]1[C:30]([CH3:31])=[CH:29][C:28]([C:32]([C:34]2[CH:39]=[C:38](Cl)[N:37]=[CH:36][N:35]=2)=[O:33])=[CH:27][C:26]=1[CH3:41])[C:18]1[CH:23]=[CH:22][CH:21]=[CH:20][CH:19]=1>CN(C=O)C>[CH2:17]([O:24][C:25]1[C:26]([CH3:41])=[CH:27][C:28]([C:32]([C:34]2[N:35]=[CH:36][N:37]=[C:38]([N:1]3[CH2:2][CH2:3][CH:4]([N:7]4[C:15]5[C:10](=[N:11][CH:12]=[CH:13][CH:14]=5)[NH:9][C:8]4=[O:16])[CH2:5][CH2:6]3)[CH:39]=2)=[O:33])=[CH:29][C:30]=1[CH3:31])[C:18]1[CH:19]=[CH:20][CH:21]=[CH:22][CH:23]=1. Procedure details: 170 mg (0.779 mmol) 1-piperidin-4-yl-1,3-dihydro-imidazo[4,5-b]pyridin-2-one, 270 mg (0.727 mmol) (4-benzyloxy-3,5-dimethyl-phenyl)-(6-chloro-pyrimidin-4-yl)-methanone and 0.200 mL (1.42 mmol) TEA were combined in 2.0 mL DMF and stirred overnight at RT. The reaction mixture was stirred into ice water, the precipitate was suction filtered and dried. The reactants are NC1=NC(=CC(=N1)NC=1C=C(C=CC1)NC(C1=CC=C(C=C1)[N+](=O)[O-])=O)C (N-[3-(2-Amino-6-methylpyrimidin-4-ylamino)phenyl]-4-nitrobenzamide), CCO (EtOH), Cl (HCl). Reagents/catalysts: [Fe] (Fe). Solvent: O (H2O). Product: NC1=CC=C(C(=O)NC2=CC(=CC=C2)NC2=NC(=NC(=C2)C)N)C=C1 (4-Amino-N-[3-(2-amino-6-methylpyrimidin-4-ylamino)phenyl]-benzamide). The yield is 14.2%. RXN SMILES: [NH2:1][C:2]1[N:7]=[C:6]([NH:8][C:9]2[CH:10]=[C:11]([NH:15][C:16](=[O:26])[C:17]3[CH:22]=[CH:21][C:20]([N+:23]([O-])=O)=[CH:19][CH:18]=3)[CH:12]=[CH:13][CH:14]=2)[CH:5]=[C:4]([CH3:27])[N:3]=1.CCO.Cl>[Fe].O>[NH2:23][C:20]1[CH:21]=[CH:22][C:17]([C:16]([NH:15][C:11]2[CH:12]=[CH:13][CH:14]=[C:9]([NH:8][C:6]3[CH:5]=[C:4]([CH3:27])[N:3]=[C:2]([NH2:1])[N:7]=3)[CH:10]=2)=[O:26])=[CH:18][CH:19]=1. Procedure details: To a refluxing suspension of amide E3 (7.89 g, 20.00 mmol) in 2:1 EtOH:H2O (500 mL) were sequentially added Fe dust (4.40 g, 79 mmol) and c.HCl (2% v/v, 10 mL), and the resulting mixture refluxed for ˜14 h. After this time, the hot reaction mixture was filtered through a pad of Celite, and the solvent was removed under reduced pressure. The residue was re-dissolved in hot H2O, and the resulting suspension filtered through a pad of Celite. Solvent was removed under reduced pressure, and the resid...